This data is from the Open Reaction Database (ORD), a public repository of structured organic reaction records. The task is: describe an organic reaction: reactants, conditions, products, and yield The reactants are CC(C)(Cc1ccccc1)C(=O)Cl, COc1cc(-c2nn(C3CCC(N4CCN(C)CC4)CC3)c3ncnc(N)c23)c(F)cc1N, c1ccncc1. The product is COc1cc(-c2nn(C3CCC(N4CCN(C)CC4)CC3)c3ncnc(N)c23)c(F)cc1NC(=O)C(C)(C)Cc1ccccc1. As a reaction SMILES: [CH3:1][C:2]([C:3](=[O:4])[Cl:5])([CH2:6][c:7]1[cH:8][cH:9][cH:10][cH:11][cH:12]1)[CH3:13].[NH2:14][c:15]1[cH:16][c:17]([F:46])[c:18](-[c:23]2[n:24][n:25]([CH:33]3[CH2:34][CH2:35][CH:36]([N:39]4[CH2:40][CH2:41][N:42]([CH3:45])[CH2:43][CH2:44]4)[CH2:37][CH2:38]3)[c:26]3[n:27][cH:28][n:29][c:30]([NH2:32])[c:31]23)[cH:19][c:20]1[O:21][CH3:22].[cH:47]1[cH:48][cH:49][n:50][cH:51][cH:52]1>>[CH3:1][C:2]([C:3](=[O:4])[NH:14][c:15]1[cH:16][c:17]([F:46])[c:18](-[c:23]2[n:24][n:25]([CH:33]3[CH2:34][CH2:35][CH:36]([N:39]4[CH2:40][CH2:41][N:42]([CH3:45])[CH2:43][CH2:44]4)[CH2:37][CH2:38]3)[c:26]3[n:27][cH:28][n:29][c:30]([NH2:32])[c:31]23)[cH:19][c:20]1[O:21][CH3:22])([CH2:6][c:7]1[cH:8][cH:9][cH:10][cH:11][cH:12]1)[CH3:13].